Dataset: the Open Reaction Database (ORD), a public repository of structured organic reaction records. Task: describe an organic reaction: reactants, conditions, products, and yield The reactants are C(C1=CC=CC=C1)C1=C(NC2=CC=C(C=C12)Br)C (3-benzyl-5-bromo-2-methyl-1H-indole), k-t-butoxide, C(C1=CC=CC=C1)Br (benzyl bromide). Run in CN(C)C=O (DMF). Product: C(C1=CC=CC=C1)N1C(=C(C2=CC(=CC=C12)Br)CC1=CC=CC=C1)C (1,3-Dibenzyl-5-bromo-2-methyl-1H-indole), product. Yield: 85.8%. As a reaction SMILES: [CH2:1]([C:8]1[C:16]2[C:11](=[CH:12][CH:13]=[C:14]([Br:17])[CH:15]=2)[NH:10][C:9]=1[CH3:18])[C:2]1[CH:7]=[CH:6][CH:5]=[CH:4][CH:3]=1.[CH2:19](Br)[C:20]1[CH:25]=[CH:24][CH:23]=[CH:22][CH:21]=1>CN(C=O)C>[CH2:19]([N:10]1[C:11]2[C:16](=[CH:15][C:14]([Br:17])=[CH:13][CH:12]=2)[C:8]([CH2:1][C:2]2[CH:3]=[CH:4][CH:5]=[CH:6][CH:7]=2)=[C:9]1[CH3:18])[C:20]1[CH:25]=[CH:24][CH:23]=[CH:22][CH:21]=1. Procedure details: The desired product was prepared using a procedure similar to step 2 of example 3. Thus, 3-benzyl-5-bromo-2-methyl-1H-indole (1.651 g, 5.5 mmol) was reacted with k-t-butoxide (0.648 g, 5.775 mmol) and benzyl bromide (0.991 g, 5.775 mmol) in DMF (20 ml) to give the product (1.842 g, 4.719 mmol, 86%) as a viscous brown oil. 1H NMR (DMSO-d6) δ 2.33 (s, 3H), 4.03 (s, 2H), 5.42 (s, 2H), 6.95 (d, J=7.3 Hz, 2H), 7.10-7.14 (m, 2H), 7.18-7.29 (m, 7H), 7.34 (d, J=8.7 Hz, 1H), 7.53 (d, J=1.8 Hz, 1H); [ESI(...